From a dataset of the Open Reaction Database (ORD), a public repository of structured organic reaction records. describe an organic reaction: reactants, conditions, products, and yield Starting materials: C(C)OC(=O)C=1N=C(SC1)S (4-ethoxycarbonyl-2-mercapto-1,3-thiazole), [OH-].[Na+] (NaOH), BrC(C(=O)O)C (bromopropionic acid), [OH-].[Na+] (NaOH), Cl (HCl). Run in O (H2O), O (water). Run at temperature 60 celsius, time 2 hour. Yields the product C(=O)(O)C=1N=C(SC1)SCCC(=O)O (4-Carboxy-2-carboxyethylthio-1,3-thiazole). Reaction SMILES: Br[CH:2]([CH3:6])[C:3]([OH:5])=[O:4].[OH-].[Na+].C([O:11][C:12]([C:14]1[N:15]=[C:16]([SH:19])[S:17][CH:18]=1)=[O:13])C.Cl>O>[C:3]([C:2]1[N:15]=[C:16]([S:17][CH2:18][CH2:14][C:12]([OH:13])=[O:11])[S:19][CH:6]=1)([OH:5])=[O:4] |f:1.2|. Procedure: 6.9 g of bromopropionic acid were dissolved in 100 ml of water, and the pH was adjusted to 7 with 1N NaOH. This solution was added dropwise to a suspension of 7.5 g of 4-ethoxycarbonyl-2-mercapto-1,3-thiazole in 75 ml of H2O. The pH was adjusted to 8-10 with 2N NaOH, and the mixture was stirred at room temperature for 4 h and at 60° C. for 2 h. The pH was maintained between 8 and 10. While cooling in ice, the mixture was acidified to pH 1 with 2N HCl, and the product was filtered off. The reactants are Cc1ccccc1, [Na+], [Na+], O=C([O-])[O-], CC(C)(C)OC(=O)N1CCC2(CC1)CC(O)C2, Oc1ccc(Cl)cc1, c1ccc(P(c2ccccc2)c2ccccc2)cc1. Product: CC(C)(C)OC(=O)N1CCC2(CC1)CC(Oc1ccc(Cl)cc1)C2. RXN SMILES: [CH3:51][c:52]1[cH:53][cH:54][cH:55][cH:56][cH:57]1.[Na+:45].[Na+:46].[O-:47][C:48](=[O:49])[O-:50].[OH:1][CH:2]1[CH2:3][C:4]2([CH2:5]1)[CH2:6][CH2:7][N:8]([C:11](=[O:12])[O:13][C:14]([CH3:15])([CH3:16])[CH3:17])[CH2:9][CH2:10]2.[OH:37][c:38]1[cH:39][cH:40][c:41]([Cl:42])[cH:43][cH:44]1.[c:18]1([P:19]([c:20]2[cH:21][cH:22][cH:23][cH:24][cH:25]2)[c:26]2[cH:27][cH:28][cH:29][cH:30][cH:31]2)[cH:32][cH:33][cH:34][cH:35][cH:36]1>>[O:1]([CH:2]1[CH2:3][C:4]2([CH2:5]1)[CH2:6][CH2:7][N:8]([C:11](=[O:12])[O:13][C:14]([CH3:15])([CH3:16])[CH3:17])[CH2:9][CH2:10]2)[c:38]1[cH:39][cH:40][c:41]([Cl:42])[cH:43][cH:44]1. Reactants: BrC(Br)(Br)Br, ClCCl, O=CC1CCC(Oc2ccc(F)cc2)C1, [Zn], c1ccc(P(c2ccccc2)c2ccccc2)cc1. The product is Fc1ccc(OC2CCC(C=C(Br)Br)C2)cc1. RXN SMILES: [C:20]([Br:21])([Br:22])([Br:23])[Br:24].[Cl:40][CH2:41][Cl:42].[F:25][c:26]1[cH:27][cH:28][c:29]([O:30][CH:31]2[CH2:32][CH:33]([CH:36]=[O:37])[CH2:34][CH2:35]2)[cH:38][cH:39]1.[Zn:43].[c:1]1([P:2]([c:3]2[cH:4][cH:5][cH:6][cH:7][cH:8]2)[c:9]2[cH:10][cH:11][cH:12][cH:13][cH:14]2)[cH:15][cH:16][cH:17][cH:18][cH:19]1>>[C:20]([Br:21])([Br:24])=[CH:36][CH:33]1[CH2:32][CH:31]([O:30][c:29]2[cH:28][cH:27][c:26]([F:25])[cH:39][cH:38]2)[CH2:35][CH2:34]1.